describe an organic reaction: reactants, conditions, products, and yield From a dataset of the Open Reaction Database (ORD), a public repository of structured organic reaction records. The reactants are CC(C)(C)[Si](C)(C)OCCCBr, COc1cccc2cc(C=O)oc12, I, [Mg], C1CCOC1. The product is COc1cccc2cc(C(O)CCCO[Si](C)(C)C(C)(C)C)oc12. Reaction SMILES: [Br:2][CH2:3][CH2:4][CH2:5][O:6][Si:7]([CH3:8])([CH3:9])[C:10]([CH3:11])([CH3:12])[CH3:13].[CH3:15][O:16][c:17]1[cH:18][cH:19][cH:20][c:21]2[cH:22][c:23]([CH:26]=[O:27])[o:24][c:25]12.[I:14].[Mg:1].[O:28]1[CH2:29][CH2:30][CH2:31][CH2:32]1>>[CH2:3]([CH2:4][CH2:5][O:6][Si:7]([CH3:8])([CH3:9])[C:10]([CH3:11])([CH3:12])[CH3:13])[CH:26]([c:23]1[cH:22][c:21]2[cH:20][cH:19][cH:18][c:17]([O:16][CH3:15])[c:25]2[o:24]1)[OH:27]. Starting materials: C(C(C)C)C1=C(C=C(C(=O)O)C=C1)C(F)(F)F (4-isobutyl-3-(trifluoromethyl)benzoic acid), C[Si](C)(C)C=[N+]=[N-] (trimethylsilyldiazomethane). Isolated yield 89.4%. Conditions: temperature 0 celsius, time 30 minute. Product: C(C(C)C)C1=C(C=C(C(=O)OC)C=C1)C(F)(F)F (methyl 4-isobutyl-3-(trifluoromethyl)benzoate). RXN SMILES: [CH2:1]([C:5]1[CH:13]=[CH:12][C:8]([C:9]([OH:11])=[O:10])=[CH:7][C:6]=1[C:14]([F:17])([F:16])[F:15])[CH:2]([CH3:4])[CH3:3].[CH3:18][Si](C=[N+]=[N-])(C)C>ClCCl.CO>[CH2:1]([C:5]1[CH:13]=[CH:12][C:8]([C:9]([O:11][CH3:18])=[O:10])=[CH:7][C:6]=1[C:14]([F:15])([F:16])[F:17])[CH:2]([CH3:4])[CH3:3]. Procedure: To 4-isobutyl-3-(trifluoromethyl)benzoic acid (Preparation 23A, 0.55 g, 2.234 mmol) in dichloromethane (5 mL) and methanol (2.00 mL) was added trimethylsilyldiazomethane (1.452 mL, 2.90 mmol) at 0° C. The reaction mixture was stirred at 0° C. for 30 min. Excess trimethylsilyldiazomethane was quenched by the slow addition of acetic acid (˜0.5 ml) at room temperature. The reaction mixture was concentrated and partitioned between ethyl acetate (20 mL) and sat. aq. sodium bicarbonate (10 mL). The et... Solvent: ClCCl (dichloromethane), CO (methanol). The reactants are B.C1CCOC1 (BH3THF), BrC=1C(=NOC1NS(=O)(=O)C1=C(SC=C1)C(=O)NC1=CC(=CC=C1)OC)C (N-(4-Bromo-3-methyl-5-isoxazolyl)-2-[N-(3-methoxyphenyl)aminocarbonyl]thiophene-3-sulfonamide), C1CCOC1 (THF). Yields the product BrC=1C(=NOC1NS(=O)(=O)C1=C(SC=C1)C(N)C1=CC(=CC=C1)OC)C (N-(4-bromo-3-methyl-5-isoxazolyl)-2-[(3-methoxyphenyl)-aminomethyl]thiophene-3-sulfonamide). Yield: 12.0%. Reaction SMILES: B.[CH2:2]1[CH2:6][O:5][CH2:4][CH2:3]1.[Br:7][C:8]1[C:9]([CH3:33])=[N:10][O:11][C:12]=1[NH:13][S:14]([C:17]1[CH:21]=[CH:20][S:19][C:18]=1[C:22]([NH:24]C1C=CC=C(OC)C=1)=O)(=[O:16])=[O:15].[CH2:34]1[CH2:38]OC[CH2:35]1>>[Br:7][C:8]1[C:9]([CH3:33])=[N:10][O:11][C:12]=1[NH:13][S:14]([C:17]1[CH:21]=[CH:20][S:19][C:18]=1[CH:22]([C:34]1[CH:38]=[CH:3][CH:2]=[C:6]([O:5][CH3:4])[CH:35]=1)[NH2:24])(=[O:15])=[O:16] |f:0.1|. Procedure: BH3THF (15 ml, 1 M in THF) was added to a solution of N-(4-bromo-3-methyl-5-isoxazolyl)-2-[N-(3-methoxyphenyl)aminocarbonyl]thiophene-3-sulfonamide (Example 22) (1.0 g, 2.12 mmol) in dry THF (15 ml). The mixture was refluxed for 8 hours and cooled. THF was evaporated on a rotavap and MeOH was added to the residue. The resulting solution was concentrated. The final residue was purified by HPLC to give N-(4-bromo-3-methyl-5-isoxazolyl)-2-[(3-methoxyphenyl)-aminomethyl]thiophene-3-sulfonamide (113 ... Starting materials: Cc1cc([N+](=O)[O-])cc(C)c1Br, Cc1ccccc1, [F-], OB(O)c1ccc(C(F)(F)F)cc1, [K+]. Product: Cc1cc([N+](=O)[O-])cc(C)c1-c1ccc(C(F)(F)F)cc1. Reaction SMILES: [Br:1][c:2]1[c:3]([CH3:12])[cH:4][c:5]([N+:9](=[O:10])[O-:11])[cH:6][c:7]1[CH3:8].[CH3:28][c:29]1[cH:30][cH:31][cH:32][cH:33][cH:34]1.[F-:26].[F:13][C:14]([c:15]1[cH:16][cH:17][c:18]([B:21]([OH:22])[OH:23])[cH:19][cH:20]1)([F:24])[F:25].[K+:27]>>[c:2]1(-[c:18]2[cH:17][cH:16][c:15]([C:14]([F:13])([F:24])[F:25])[cH:20][cH:19]2)[c:3]([CH3:12])[cH:4][c:5]([N+:9](=[O:10])[O-:11])[cH:6][c:7]1[CH3:8]. Procedure: Ethyl 7-{3,4-di(2-tetrahydropyranyloxy)-2-[3-(2-tetrahydropyranyloxy)octyl]cyclopentyl}hepta-2,4,6-trienoate (6.1 g.) [prepared as described in (n) above] was dissolved in ethanol (100 ml.) and catalytically hydrogenated using a 5% palladium on charcoal catalyst, with a hydrogen pressure of 15 kg./cm2, at room temperature. The catalyst was then filtered off and the ethanol removed in vacuo to give ethyl 7-{3,4-di(2-tetrahydropyranyloxy)-2-[3-(2-tetrahydropyranyloxy)octyl]cyclopentyl}heptanoate (... The solvent is C(C)O (ethanol). The product is O1C(CCCC1)OC1C(C(CC1OC1OCCCC1)CCCCCCC(=O)OCC)CCC(CCCCC)OC1OCCCC1 (ethyl 7-{3,4-di(2-tetrahydropyranyloxy)-2-[3-(2-tetrahydropyranyloxy)octyl]cyclopentyl}heptanoate). The reagents and catalysts are [Pd] (palladium on charcoal). Yield: 92.6%. As a reaction SMILES: [O:1]1[CH2:6][CH2:5][CH2:4][CH2:3][CH:2]1[O:7][CH:8]1[CH:12]([O:13][CH:14]2[CH2:19][CH2:18][CH2:17][CH2:16][O:15]2)[CH2:11][CH:10]([CH:20]=[CH:21][CH:22]=[CH:23][CH:24]=[CH:25][C:26]([O:28][CH2:29][CH3:30])=[O:27])[CH:9]1[CH2:31][CH2:32][CH:33]([O:39][CH:40]1[CH2:45][CH2:44][CH2:43][CH2:42][O:41]1)[CH2:34][CH2:35][CH2:36][CH2:37][CH3:38].[H][H]>C(O)C.[Pd]>[O:1]1[CH2:6][CH2:5][CH2:4][CH2:3][CH:2]1[O:7][CH:8]1[CH:12]([O:13][CH:14]2[CH2:19][CH2:18][CH2:17][CH2:16][O:15]2)[CH2:11][CH:10]([CH2:20][CH2:21][CH2:22][CH2:23][CH2:24][CH2:25][C:26]([O:28][CH2:29][CH3:30])=[O:27])[CH:9]1[CH2:31][CH2:32][CH:33]([O:39][CH:40]1[CH2:45][CH2:44][CH2:43][CH2:42][O:41]1)[CH2:34][CH2:35][CH2:36][CH2:37][CH3:38]. Reactants: O1C(CCCC1)OC1C(C(CC1OC1OCCCC1)C=CC=CC=CC(=O)OCC)CCC(CCCCC)OC1OCCCC1 (ethyl 7-{3,4-di(2-tetrahydropyranyloxy)-2-[3-(2-tetrahydropyranyloxy)octyl]cyclopentyl}hepta-2,4,6-trienoate), [H][H] (hydrogen). The reactants are COc1ccc(CN2CCc3cc(C(C)(C)C=O)ccc3C2=O)cc1, O=C(O)C(F)(F)F. Yields the product CC(C)(C=O)c1ccc2c(c1)CCNC2=O. Reaction SMILES: [CH3:1][O:2][c:3]1[cH:4][cH:5][c:6]([CH2:7][N:8]2[C:9](=[O:23])[c:10]3[cH:11][cH:12][c:13]([C:18]([CH:19]=[O:20])([CH3:21])[CH3:22])[cH:14][c:15]3[CH2:16][CH2:17]2)[cH:24][cH:25]1.[OH:26][C:27]([C:28]([F:29])([F:30])[F:31])=[O:32]>>[NH:8]1[C:9](=[O:23])[c:10]2[cH:11][cH:12][c:13]([C:18]([CH:19]=[O:20])([CH3:21])[CH3:22])[cH:14][c:15]2[CH2:16][CH2:17]1. Starting materials: C(C)(=O)C1=CC2=C(NC(=N2)SCC2=NC=CC(=C2OC)OCC2(COCOC2)C)C=C1C (5-acetyl-6-methyl-2-[[(3-methoxy-4-(5-methyl-1,3-dioxan-5-yl-methoxy)-2-pyridinyl)methyl]thio]-1H-benzimidazole), C(=O)(O)[O-].[Na+] (NaHCO3), [OH-].[Na+] (NaOH), ClC1=CC(=CC=C1)C(=O)OO (3-chloro-perbenzoic acid). Solvent: C(Cl)Cl (CH2Cl2), O (H2O). Reaction conditions: temperature 0 celsius, time 10 minute. The product is C(C)(=O)C1=CC2=C(NC(=N2)S(=O)CC2=NC=CC(=C2OC)OCC2(COCOC2)C)C=C1C (5-Acetyl-6-methyl-2-[[(3-methoxy-4-(5-methyl-1,3-dioxan-5-yl-methoxy)-2-pyridinyl)methyl]-sulfinyl]-1H-benzimidazole). RXN SMILES: [C:1]([C:4]1[C:31]([CH3:32])=[CH:30][C:7]2[NH:8][C:9]([S:11][CH2:12][C:13]3[C:18]([O:19][CH3:20])=[C:17]([O:21][CH2:22][C:23]4([CH3:29])[CH2:28][O:27][CH2:26][O:25][CH2:24]4)[CH:16]=[CH:15][N:14]=3)=[N:10][C:6]=2[CH:5]=1)(=[O:3])[CH3:2].C([O-])(O)=[O:34].[Na+].ClC1C=CC=C(C(OO)=O)C=1.[OH-].[Na+]>C(Cl)Cl.O>[C:1]([C:4]1[C:31]([CH3:32])=[CH:30][C:7]2[NH:8][C:9]([S:11]([CH2:12][C:13]3[C:18]([O:19][CH3:20])=[C:17]([O:21][CH2:22][C:23]4([CH3:29])[CH2:24][O:25][CH2:26][O:27][CH2:28]4)[CH:16]=[CH:15][N:14]=3)=[O:34])=[N:10][C:6]=2[CH:5]=1)(=[O:3])[CH3:2] |f:1.2,4.5|. Reported procedure: A stirred mixture of 5-acetyl-6-methyl-2-[[(3-methoxy-4-(5-methyl-1,3-dioxan-5-yl-methoxy)-2-pyridinyl)methyl]thio]-1H-benzimidazole (87 mg, 0.19 mmol) in 20 ml CH2Cl2 and NaHCO3 (32 mg, 0.38 mmol) in 5 ml H2O was cooled to 0° C. and treated with 3-chloro-perbenzoic acid (47 mg 70%, 0.19 mmol). After reacting for 10 min the layers were separated (the aqueous layer was washed once more with 5 ml CH2Cl2) and the organic layer extracted with 10 ml H2O containing NaOH (15 mg, 38 mmol). The alkaline ...